The task is: describe an organic reaction: reactants, conditions, products, and yield. This data is from the Open Reaction Database (ORD), a public repository of structured organic reaction records. The reactants are NCCCCC=1N=CNC1C (4-(4-aminobutyl)-5-methylimidazole), Example 7 ( ii ), CS(=O)C(=C[N+](=O)[O-])SC (1-methylsulphinyl-1-methylthio-2-nitroethylene). The product is CSC(=C[N+](=O)[O-])NCCCCC=1N=CNC1C (1-methylthio-1-[4-(5-methylimidazol-4-yl)butylamino]-2-nitroethylene). Yield: 51.0%. RXN SMILES: [NH2:1][CH2:2][CH2:3][CH2:4][CH2:5][C:6]1[N:7]=[CH:8][NH:9][C:10]=1[CH3:11].[CH3:12][S:13]([C:15](SC)=[CH:16][N+:17]([O-:19])=[O:18])=O>>[CH3:12][S:13][C:15]([NH:1][CH2:2][CH2:3][CH2:4][CH2:5][C:6]1[N:7]=[CH:8][NH:9][C:10]=1[CH3:11])=[CH:16][N+:17]([O-:19])=[O:18]. Procedure details: Reaction of 4-(4-aminobutyl)-5-methylimidazole (see Example 7 (ii), 0.765 g, 0.005 mol) with 1-methylsulphinyl-1-methylthio-2-nitroethylene(0.91 g, 0.005 mol), gave 1-methylthio-1-[4-(5-methylimidazol-4-yl)butylamino]-2-nitroethylene (0.69 g, 51%) which was treated directly with methylamine to yield 1-methylamino-b 1-[4-(5-methylimidazol-4-yl)butylamino]-2-nitroethylene (0.40 g, 61.9%). This compound was reacted with picric acid to give 1-methylamino-1-[4-(5-methylimidazol-4-yl)butylamino]-2-nit... Starting materials: CCOC(C)=O, CN(CCNC(=O)CCl)C1CCCCC1, [H-], [Na+], CN(C)C=O, c1ccc2[nH]ccc2c1. The product is CN(CCNC(=O)Cn1ccc2ccccc21)C1CCCCC1. As a reaction SMILES: [CH3:32][CH2:33][O:34][C:35]([CH3:36])=[O:37].[Cl:12][CH2:13][C:14](=[O:15])[NH:16][CH2:17][CH2:18][N:19]([CH3:20])[CH:21]1[CH2:22][CH2:23][CH2:24][CH2:25][CH2:26]1.[H-:11].[Na+:10].[O:27]=[CH:28][N:29]([CH3:30])[CH3:31].[nH:1]1[cH:2][cH:3][c:4]2[cH:5][cH:6][cH:7][cH:8][c:9]12>>[n:1]1([CH2:13][C:14](=[O:15])[NH:16][CH2:17][CH2:18][N:19]([CH3:20])[CH:21]2[CH2:22][CH2:23][CH2:24][CH2:25][CH2:26]2)[cH:2][cH:3][c:4]2[cH:5][cH:6][cH:7][cH:8][c:9]12. The reactants are ClC1=C(C(=CC=C1)Cl)C1=CC2=C(N=C(N=C2)NCCCN2CCN(CC2)C)N=C1N (6-(2,6-Dichlorophenyl)-N2 -[3-(4-methyl-piperazin-1-yl)-propyl]-pyrido[2,3-d]pyrimidine-2,7-diamine), C(CCCCCCC)N=C=O (octyl isocyanate). Yields the product ClC1=C(C(=CC=C1)Cl)C1=CC2=C(N=C(N=C2)NCCCN2CCN(CC2)C)N=C1NC(=O)NCCCCCCCC (1-{6-(2,6-Dichlorophenyl)-2-[3-(4-methyl-piperazin-1-yl)-propylamino]-pyrido[2,3-d]pyrimidin-7-yl}-3-octyl-urea). Yield: 75.0%. RXN SMILES: [Cl:1][C:2]1[CH:7]=[CH:6][CH:5]=[C:4]([Cl:8])[C:3]=1[C:9]1[C:29]([NH2:30])=[N:28][C:12]2[N:13]=[C:14]([NH:17][CH2:18][CH2:19][CH2:20][N:21]3[CH2:26][CH2:25][N:24]([CH3:27])[CH2:23][CH2:22]3)[N:15]=[CH:16][C:11]=2[CH:10]=1.[CH2:31]([N:39]=[C:40]=[O:41])[CH2:32][CH2:33][CH2:34][CH2:35][CH2:36][CH2:37][CH3:38]>>[Cl:1][C:2]1[CH:7]=[CH:6][CH:5]=[C:4]([Cl:8])[C:3]=1[C:9]1[C:29]([NH:30][C:40]([NH:39][CH2:31][CH2:32][CH2:33][CH2:34][CH2:35][CH2:36][CH2:37][CH3:38])=[O:41])=[N:28][C:12]2[N:13]=[C:14]([NH:17][CH2:18][CH2:19][CH2:20][N:21]3[CH2:26][CH2:25][N:24]([CH3:27])[CH2:23][CH2:22]3)[N:15]=[CH:16][C:11]=2[CH:10]=1. Procedure details: 6-(2,6-Dichlorophenyl)-N2 -[3-(4-methyl-piperazin-1-yl)-propyl]-pyrido[2,3-d]pyrimidine-2,7-diamine (1.0 g) from Example 36 was reacted with 0.348 g of octyl isocyanate according to the general procedure of Example 21. Chromatography, eluting first with ethyl acetate:methyl alcohol:triethylamine (90:10:1) then switching to ethyl acetate:ethanol:triethylamine (9:2:1) gave 1.011 g of the title compound 1-{6-(2,6-dichlorophenyl)-2-[3-(4-methyl-piperazin-1-yl)-propylamino]-pyrido[2,3-d]-pyrimidin-7-...